Dataset: the Open Reaction Database (ORD), a public repository of structured organic reaction records. Task: describe an organic reaction: reactants, conditions, products, and yield The reactants are OC1C=2N(C3=C(OC1)C=CC(=C3)I)N=C(C2)C(=O)OCC (Ethyl 4-hydroxy-9-iodo-4,5-dihydrobenzo[b]pyrazolo[1,5-d][1,4]oxazepine-2-carboxylate), COCCN(CCOC)S(F)(F)F ([bis(2-methoxyethyl)amino]sulfur trifluoride). Procedure: Ethyl 4-hydroxy-9-iodo-4,5-dihydrobenzo[b]pyrazolo[1,5-d][1,4]oxazepine-2-carboxylate (400 mg, 1.00 mmol, 1.00 equiv) in dichloromethane (25 mL) was added [bis(2-methoxyethyl)amino]sulfur trifluoride (442 mg, 2.00 mmol, 2.00 equiv) at 0° C. After 4 h at room temperature the resulting mixture was washed with brine, extracted with dichloromethane, dried over anhydrous sodium sulfate, and concentrated under vacuum. The residue was purified by a silica gel column with ethyl acetate/petroleum ether (... Yields the product FC1C=2N(C3=C(OC1)C=CC(=C3)I)N=C(C2)C(=O)OCC (ethyl 4-fluoro-9-iodo-4,5-dihydrobenzo[b]pyrazolo[1,5-d][1,4]oxazepine-2-carboxylate). Reaction SMILES: O[CH:2]1[CH2:8][O:7][C:6]2[CH:9]=[CH:10][C:11]([I:13])=[CH:12][C:5]=2[N:4]2[N:14]=[C:15]([C:17]([O:19][CH2:20][CH3:21])=[O:18])[CH:16]=[C:3]12.COCCN(S(F)(F)[F:32])CCOC>ClCCl>[F:32][CH:2]1[CH2:8][O:7][C:6]2[CH:9]=[CH:10][C:11]([I:13])=[CH:12][C:5]=2[N:4]2[N:14]=[C:15]([C:17]([O:19][CH2:20][CH3:21])=[O:18])[CH:16]=[C:3]12. The yield is 82.1%. Solvent: ClCCl (dichloromethane). Starting materials: C1(CC1)CS(=O)(=O)C1CCC(CC1)(CC1CC1)CNC(=O)C=1C(=NC(=NC1C)S(=O)(=O)C)C (2-methanesulfonyl-4,6-dimethyl-pyrimidine-5-carboxylic acid (4-cyclopropylmethanesulfonyl-1-cyclopropylmethyl-cyclohexylmethyl)-amide), [C-]#N.[Na+] (sodium cyanide), CN(C)C=O (DMF). Reaction conditions: time 90 minute. Yields the product C1(CC1)CS(=O)(=O)C1CCC(CC1)(CC1CC1)CNC(=O)C=1C=NC(NC1C)(C)C#N (2-cyano-2,6-dimethyl-pyrimidine-5-carboxylic acid (4-cyclopropylmethanesulfonyl-1-cyclopropylmethyl-cyclohexylmethyl)-amide). As a reaction SMILES: [CH:1]1([CH2:4][S:5]([CH:8]2[CH2:13][CH2:12][C:11]([CH2:18][NH:19][C:20]([C:22]3[C:23]([CH3:33])=[N:24][C:25](S(C)(=O)=O)=[N:26][C:27]=3C)=[O:21])([CH2:14][CH:15]3[CH2:17][CH2:16]3)[CH2:10][CH2:9]2)(=[O:7])=[O:6])[CH2:3][CH2:2]1.[C-:34]#N.[Na+].[CH3:37][N:38](C=O)C>>[CH:1]1([CH2:4][S:5]([CH:8]2[CH2:9][CH2:10][C:11]([CH2:18][NH:19][C:20]([C:22]3[CH:27]=[N:26][C:25]([C:37]#[N:38])([CH3:34])[NH:24][C:23]=3[CH3:33])=[O:21])([CH2:14][CH:15]3[CH2:17][CH2:16]3)[CH2:12][CH2:13]2)(=[O:7])=[O:6])[CH2:3][CH2:2]1 |f:1.2|. Reported procedure: To a stirred solution of 2-methanesulfonyl-4,6-dimethyl-pyrimidine-5-carboxylic acid (4-cyclopropylmethanesulfonyl-1-cyclopropylmethyl-cyclohexylmethyl)-amide (82 mg; 0.165 mmol) in DMF (2 ml) was added sodium cyanide (12 mg; 0.247 mmol) and the mixture was stirred at room temperature for 90 minutes. The mixture was evaporated in vacuo, coevaporating with toluene, to give an orange oil. The oil was partitioned between EtOAc (20 ml) and water (20 ml). The organic phase was separated, washed with ...